From a dataset of the Open Reaction Database (ORD), a public repository of structured organic reaction records. describe an organic reaction: reactants, conditions, products, and yield Starting materials: CCOC(=O)c1c(-c2cnccc2Cl)noc1C, CCO, Cl, [Na+], C1CCOC1, [OH-]. The product is Cc1onc(-c2cnccc2Cl)c1C(=O)O. Reaction SMILES: [CH2:1]([CH3:2])[O:3][C:4](=[O:5])[c:6]1[c:7](-[c:12]2[cH:13][n:14][cH:15][cH:16][c:17]2[Cl:18])[n:8][o:9][c:10]1[CH3:11].[CH3:21][CH2:22][OH:23].[ClH:24].[Na+:20].[O:25]1[CH2:26][CH2:27][CH2:28][CH2:29]1.[OH-:19]>>[O:3]=[C:4]([OH:5])[c:6]1[c:7](-[c:12]2[cH:13][n:14][cH:15][cH:16][c:17]2[Cl:18])[n:8][o:9][c:10]1[CH3:11]. Reactants: CCOc1ccc(CC(=O)O)cc1, CCOC(=O)N1c2ccccc2C=CC1OCC, CN1CCCC1CCNc1ccc([N+](=O)[O-])cc1N, ClC(Cl)Cl. Yields the product CCOc1ccc(CC(=O)Nc2cc([N+](=O)[O-])ccc2NCCC2CCCN2C)cc1. RXN SMILES: [CH2:20]([CH3:21])[O:22][c:23]1[cH:24][cH:25][c:26]([CH2:29][C:30](=[O:31])[OH:32])[cH:27][cH:28]1.[CH2:33]([O:34][CH:35]1[CH:36]=[CH:37][c:38]2[c:39]([cH:40][cH:41][cH:42][cH:43]2)[N:44]1[C:45]([O:46][CH2:47][CH3:48])=[O:49])[CH3:50].[CH3:1][N:2]1[CH:3]([CH2:7][CH2:8][NH:9][c:10]2[c:11]([NH2:19])[cH:12][c:13]([N+:16](=[O:17])[O-:18])[cH:14][cH:15]2)[CH2:4][CH2:5][CH2:6]1.[CH:51]([Cl:52])([Cl:53])[Cl:54]>>[CH3:1][N:2]1[CH:3]([CH2:7][CH2:8][NH:9][c:10]2[c:11]([NH:19][C:30]([CH2:29][c:26]3[cH:25][cH:24][c:23]([O:22][CH2:20][CH3:21])[cH:28][cH:27]3)=[O:31])[cH:12][c:13]([N+:16](=[O:17])[O-:18])[cH:14][cH:15]2)[CH2:4][CH2:5][CH2:6]1. Starting materials: C(C=1C(C(=O)O)=CC=CC1)(=O)O (phthalic acid), [H-].[H-].[H-].[H-].[Li+].[Al+3] (LAH), [OH-].[Na+] (NaOH), O (water). Run in C1CCOC1 (THF), C1CCOC1 (THF). The product is C1(=C(C=CC=C1)CO)CO (1,2-phenylenedimethanol). Yield: 101.3%. As a reaction SMILES: [C:1](O)(=[O:11])[C:2]1[C:3](=[CH:7][CH:8]=[CH:9][CH:10]=1)[C:4](O)=[O:5].[H-].[H-].[H-].[H-].[Li+].[Al+3].O.[OH-].[Na+]>C1COCC1>[C:2]1([CH2:1][OH:11])[CH:10]=[CH:9][CH:8]=[CH:7][C:3]=1[CH2:4][OH:5] |f:1.2.3.4.5.6,8.9|. Procedure details: A solution of phthalic acid (9 g, 0.05 mol) in anhydrous THF (200 mL) was added to LAH (7.6 g, 0.2 mol) in THF (250 mL) dropwise, and the mixture was refluxed for 18 hours. The mixture was cooled in ice bath and carefully added water dropwise, followed by 50% NaOH (150 mL), and then removed the ice bath added water slowly with stirring until the gray precipitate turns white. The mixture was filtrated and the filtrate was concentrated to give crude 1,2-phenylenedimethanol (7 g, 92%). The reactants are C(C)(=O)OCC.CCCCCC (ethyl acetate hexane), [N+](=O)([O-])C=1C=C(C=C(C1)C1=CN=C(S1)N1CC(NCCC1)=O)N(C(OC(C)(C)C)=O)C1=NC=CC(=N1)C(F)(F)F (tert-butyl {3-nitro-5-[2-(3-oxo-1,4-diazepan-1-yl)-1,3-thiazol-5-yl]phenyl}[4-(trifluoromethyl)pyrimidin-2-yl]carbamate), [Cl-].[NH4+] (ammonium chloride), CN(C)C=O (N,N′-dimethylformamide), [Cl-].[NH4+] (ammonium chloride). The reagents and catalysts are [Fe] (iron), [Fe] (iron). Run in C(C)O (ethanol). Conditions: temperature 40 celsius, time 30 minute. Product: NC=1C=C(C=C(C1)C1=CN=C(S1)N1CC(NCCC1)=O)N(C(OC(C)(C)C)=O)C1=NC=CC(=N1)C(F)(F)F (tert-butyl {3-amino-5-[2-(3-oxo-1,4-diazepan-1-yl)-1,3-thiazol-5-yl]phenyl}[4-(trifluoromethyl)pyrimidin-2-yl]carbamate). Yield: 84.9%. As a reaction SMILES: [N+:1]([C:4]1[CH:5]=[C:6]([N:23]([C:31]2[N:36]=[C:35]([C:37]([F:40])([F:39])[F:38])[CH:34]=[CH:33][N:32]=2)[C:24](=[O:30])[O:25][C:26]([CH3:29])([CH3:28])[CH3:27])[CH:7]=[C:8]([C:10]2[S:14][C:13]([N:15]3[CH2:21][CH2:20][CH2:19][NH:18][C:17](=[O:22])[CH2:16]3)=[N:12][CH:11]=2)[CH:9]=1)([O-])=O.[Cl-].[NH4+].CN(C=O)C.C(OCC)(=O)C.CCCCCC>C(O)C.[Fe]>[NH2:1][C:4]1[CH:5]=[C:6]([N:23]([C:31]2[N:36]=[C:35]([C:37]([F:38])([F:39])[F:40])[CH:34]=[CH:33][N:32]=2)[C:24](=[O:30])[O:25][C:26]([CH3:28])([CH3:29])[CH3:27])[CH:7]=[C:8]([C:10]2[S:14][C:13]([N:15]3[CH2:21][CH2:20][CH2:19][NH:18][C:17](=[O:22])[CH2:16]3)=[N:12][CH:11]=2)[CH:9]=1 |f:1.2,4.5|. Reported procedure: To a suspension of tert-butyl {3-nitro-5-[2-(3-oxo-1,4-diazepan-1-yl)-1,3-thiazol-5-yl]phenyl}[4-(trifluoromethyl)pyrimidin-2-yl]carbamate (314 mg, 0.542 mmol) in ethanol (9 mL) at room temperature under nitrogen, was added iron (605 mg, 10.84 mmol) and a saturated aqueous solution of ammonium chloride (0.25 mL). The mixture was stirred at 40° C. for 30 minutes. N,N′-dimethylformamide (5 mL) was added and the mixture was stirred at 40° C. for 3 hours. An additional portion of iron (300 mg, 5.4 m... Reactants: Cl.FCCN (2-fluoroethylamine hydrochloride), ClC1=NC2=CC(=C(C=C2C=C1C(=O)C(C(=O)OCC)=CN(C)C)F)Cl (ethyl 2-(2,7-dichloro-6-fluoroquinoline-3-carbonyl)-3-dimethylaminoacrylate). Solvent: C(C)N(CC)CC (triethylamine). Run at temperature 75 celsius, time 16 hour. Product: ClC=1C(=CC=2C(=NC=3N(C=C(C(C3C2)=O)C(=O)OCC)CCF)C1)F (8-chloro-3-ethoxycarbonyl-7-fluoro-1-(2-fluoro-ethyl)-4-oxo-1,4-dihydro-benzo[b][1,8]naphthyridine). Isolated yield 57.0%. Reaction SMILES: Cl.[F:2][CH2:3][CH2:4][NH2:5].Cl[C:7]1[C:16]([C:17]([C:19](=[CH:25]N(C)C)[C:20]([O:22][CH2:23][CH3:24])=[O:21])=[O:18])=[CH:15][C:14]2[C:9](=[CH:10][C:11]([Cl:30])=[C:12]([F:29])[CH:13]=2)[N:8]=1>C(N(CC)CC)C>[Cl:30][C:11]1[C:12]([F:29])=[CH:13][C:14]2[C:9]([CH:10]=1)=[N:8][C:7]1[N:5]([CH2:4][CH2:3][F:2])[CH:25]=[C:19]([C:20]([O:22][CH2:23][CH3:24])=[O:21])[C:17](=[O:18])[C:16]=1[CH:15]=2 |f:0.1|. Procedure details: 2.7 cm3 of triethylamine are added to a suspension of 1.9 g of 2-fluoroethylamine hydrochloride in 25 cm3 of trichlorcmethane. 3.5 g of ethyl 2-(2,7-dichloro-6-fluoroquinoline-3-carbonyl)-3-dimethylaminoacrylate are added to the solution obtained at about 20° C. After stirring at this temperature for 16 hours, the solution is concentrated to dryness under reduced pressure (20 kPa) at about 50° C. The residue is taken up in 20 cm3 of ethanol and 3 cm3 of triethylamine and heat at about 75° C., wi... The reactants are [BH4-].[Na+] (Sodium borohydride), [N+](=O)([O-])C1=C(C=O)C=CC(=C1)[N+](=O)[O-] (2,4-dinitrobenzaldehyde). Run in C(C)O (ethanol), C(C)O (ethanol). Conditions: time 1 hour. The product is [N+](=O)([O-])C1=C(CO)C=CC(=C1)[N+](=O)[O-] (2,4-dinitrobenzyl alcohol). Isolated yield 57.9%. RXN SMILES: [BH4-].[Na+].[N+:3]([C:6]1[CH:13]=[C:12]([N+:14]([O-:16])=[O:15])[CH:11]=[CH:10][C:7]=1[CH:8]=[O:9])([O-:5])=[O:4]>C(O)C>[N+:3]([C:6]1[CH:13]=[C:12]([N+:14]([O-:16])=[O:15])[CH:11]=[CH:10][C:7]=1[CH2:8][OH:9])([O-:5])=[O:4] |f:0.1|. Reported procedure: Sodium borohydride (0.2 g, 10 mmol) in ethanol (40 ml) was added dropwise to 2,4-dinitrobenzaldehyde (1.96 g, 10 mmol) in ethanol (40 ml) and stirred for 1 h. The reaction mixture was then evaporated in vacuo, partitioned between ether and aqueous sodium bicarbonate, the ether layer dried (magnesium sulphate) and evaporated in vacuo to yield 2,4-dinitrobenzyl alcohol as a brown solid (1.147 g, 58%), m.p. 105°-110° C.; Yields the product O=C(O)Cc1cc(Cl)cc(Oc2ccc(S(=O)(=O)c3ccccc3)cc2F)c1. As a reaction SMILES: [Cl:18][c:19]1[cH:20][c:21]([CH2:26][C:27](=[O:28])[OH:29])[cH:22][c:23]([OH:25])[cH:24]1.[c:1]1([S:7](=[O:8])(=[O:9])[c:10]2[cH:11][c:12]([F:17])[c:13]([F:16])[cH:14][cH:15]2)[cH:2][cH:3][cH:4][cH:5][cH:6]1>>[c:1]1([S:7](=[O:8])(=[O:9])[c:10]2[cH:11][c:12]([F:17])[c:13]([O:25][c:23]3[cH:22][c:21]([CH2:26][C:27](=[O:28])[OH:29])[cH:20][c:19]([Cl:18])[cH:24]3)[cH:14][cH:15]2)[cH:2][cH:3][cH:4][cH:5][cH:6]1. Reactants: O=C(O)Cc1cc(O)cc(Cl)c1, O=S(=O)(c1ccccc1)c1ccc(F)c(F)c1.